The task is: describe an organic reaction: reactants, conditions, products, and yield. This data is from the Open Reaction Database (ORD), a public repository of structured organic reaction records. Reactants: [Br-], C1CCOC1, Cn1ccnc1C=O, [Mg+]c1ccc(OC2CCCCO2)cc1. Yields the product Cn1ccnc1C(O)c1ccc(OC2CCCCO2)cc1. As a reaction SMILES: [Br-:1].[CH2:24]1[O:25][CH2:26][CH2:27][CH2:28]1.[CH3:16][n:17]1[c:18]([CH:22]=[O:23])[n:19][cH:20][cH:21]1.[O:2]1[CH:3]([O:8][c:9]2[cH:10][cH:11][c:12]([Mg+:15])[cH:13][cH:14]2)[CH2:4][CH2:5][CH2:6][CH2:7]1>>[O:2]1[CH:3]([O:8][c:9]2[cH:10][cH:11][c:12]([CH:22]([c:18]3[n:17]([CH3:16])[cH:21][cH:20][n:19]3)[OH:23])[cH:13][cH:14]2)[CH2:4][CH2:5][CH2:6][CH2:7]1. Reactants: COC(=O)C(OC)c1cccc([N+](=O)[O-])c1, CO, [Na+], [OH-], O. Yields the product COC(C(=O)O)c1cccc([N+](=O)[O-])c1. RXN SMILES: [CH3:1][O:2][C:3]([CH:4]([c:5]1[cH:6][c:7]([N+:11](=[O:12])[O-:13])[cH:8][cH:9][cH:10]1)[O:14][CH3:15])=[O:16].[CH3:20][OH:21].[Na+:18].[OH-:17].[OH2:19]>>[O:2]=[C:3]([CH:4]([c:5]1[cH:6][c:7]([N+:11](=[O:12])[O-:13])[cH:8][cH:9][cH:10]1)[O:14][CH3:15])[OH:16]. Reported procedure: 2-(Pyridin-2-yl)-6-trifluoromethyl-3H-pyrimidin-4-one (15.0 g) was dissolved in DMP (150 ml) and N-iodosuccinimide (33.6 g) was added at room temperature with stirring. The mixture was stirred under heating (130-135° C.) for 6 hr. and then cooled to room temperature. The reaction mixture was added ethyl acetate (150 ml), and then washed with aqueous sodium thiosulfate, water and brine, respectively. The ethyl acetate layer was dried over magnesium sulfate and the solvent was removed under reduce... The reactants are N1=C(C=CC=C1)C1=NC(=CC(N1)=O)C(F)(F)F (2-(Pyridin-2-yl)-6-trifluoromethyl-3H-pyrimidin-4-one), IN1C(CCC1=O)=O (N-iodosuccinimide), C(C)(=O)OCC (ethyl acetate). RXN SMILES: [N:1]1[CH:6]=[CH:5][CH:4]=[CH:3][C:2]=1[C:7]1[NH:12][C:11](=[O:13])[CH:10]=[C:9]([C:14]([F:17])([F:16])[F:15])[N:8]=1.C(OCC)(=O)C.[I:24]N1C(=O)CCC1=O>>[I:24][C:10]1[C:11](=[O:13])[NH:12][C:7]([C:2]2[CH:3]=[CH:4][CH:5]=[CH:6][N:1]=2)=[N:8][C:9]=1[C:14]([F:16])([F:17])[F:15]. The product is IC=1C(NC(=NC1C(F)(F)F)C1=NC=CC=C1)=O (5-iodo-2-(pyridine-2-yl)-6-trifluoromethyl-3H-pyrimidin-4-one). Run at temperature 132.5 celsius. The reactants are O=C(CBr)OCc1ccccc1, CCOC(C)=O, CN(C)C=O, [H-], O=C1CCCCN1, [Na+], O. The product is O=C(CN1CCCCC1=O)OCc1ccccc1. Reaction SMILES: [Br:10][CH2:11][C:12](=[O:13])[O:14][CH2:15][c:16]1[cH:17][cH:18][cH:19][cH:20][cH:21]1.[CH3:22][CH2:23][O:24][C:25](=[O:26])[CH3:27].[CH3:28][N:29]([CH3:30])[CH:31]=[O:32].[H-:8].[NH:1]1[C:2](=[O:7])[CH2:3][CH2:4][CH2:5][CH2:6]1.[Na+:9].[OH2:33]>>[N:1]1([CH2:11][C:12](=[O:13])[O:14][CH2:15][c:16]2[cH:17][cH:18][cH:19][cH:20][cH:21]2)[C:2](=[O:7])[CH2:3][CH2:4][CH2:5][CH2:6]1.